This data is from the Open Reaction Database (ORD), a public repository of structured organic reaction records. The task is: describe an organic reaction: reactants, conditions, products, and yield Starting materials: C1(CCCC1)C1=NN=C(S1)NC(=O)C=1C=C(C=CC1F)S(=O)(=O)Cl (3-{[(5-cyclopentyl-1,3,4-thiadiazol-2-yl)amino]carbonyl}-4-fluorobenzenesulfonyl chloride), [NH4+].[OH-] (NH4OH). The solvent is C(Cl)Cl.C1CCOC1 (DCM THF). Reaction conditions: time 2 hour. Yields the product NS(=O)(=O)C=1C=CC(=C(C(=O)NC=2SC(=NN2)C2CCCC2)C1)F (5-(aminosulfonyl)-N-(5-cyclopentyl-1,3,4-thiadiazol-2-yl)-2-fluorobenzamide). Yield: 18.2%. As a reaction SMILES: [CH:1]1([C:6]2[S:10][C:9]([NH:11][C:12]([C:14]3[CH:15]=[C:16]([S:21](Cl)(=[O:23])=[O:22])[CH:17]=[CH:18][C:19]=3[F:20])=[O:13])=[N:8][N:7]=2)[CH2:5][CH2:4][CH2:3][CH2:2]1.[NH4+:25].[OH-]>C(Cl)Cl.C1COCC1>[NH2:25][S:21]([C:16]1[CH:17]=[CH:18][C:19]([F:20])=[C:14]([CH:15]=1)[C:12]([NH:11][C:9]1[S:10][C:6]([CH:1]2[CH2:5][CH2:4][CH2:3][CH2:2]2)=[N:7][N:8]=1)=[O:13])(=[O:23])=[O:22] |f:1.2,3.4|. Procedure details: To a 20 ml scintillation vial was added 3-{[(5-cyclopentyl-1,3,4-thiadiazol-2-yl)amino]carbonyl}-4-fluorobenzenesulfonyl chloride (190 mg, 0.488 mmol) in a mixed solvent (DCM/THF=3 mL/1 mL). To this was added 1 ml of 7M NH4OH(NH3 28-30% w/w) . The reaction mixture was stirred vigorously at room temperature for two hours. After consumption of the starting material, the reaction solution was concentrated with a rotary evaporator. The product was dissolved with 1.0 mL of DMSO, was purified by using... Starting materials: BrCc1ccccc1, O=C([O-])[O-], CCOC(C)=O, [K+], [K+], CN(C)C=O, O=C1NC(c2ccccc2)(c2ccccc2)C(=O)N1C(=O)c1cccc2ccccc12. The product is O=C(c1cccc2ccccc12)N1C(=O)N(Cc2ccccc2)C(c2ccccc2)(c2ccccc2)C1=O. RXN SMILES: [Br:32][CH2:33][c:34]1[cH:35][cH:36][cH:37][cH:38][cH:39]1.[C:40](=[O:41])([O-:42])[O-:43].[CH3:46][CH2:47][O:48][C:49](=[O:50])[CH3:51].[K+:44].[K+:45].[O:52]=[CH:53][N:54]([CH3:55])[CH3:56].[c:1]1([C:11](=[O:12])[N:13]2[C:14](=[O:31])[NH:15][C:16]([c:19]3[cH:20][cH:21][cH:22][cH:23][cH:24]3)([c:25]3[cH:26][cH:27][cH:28][cH:29][cH:30]3)[C:17]2=[O:18])[cH:2][cH:3][cH:4][c:5]2[cH:6][cH:7][cH:8][cH:9][c:10]12>>[c:1]1([C:11](=[O:12])[N:13]2[C:14](=[O:31])[N:15]([CH2:33][c:34]3[cH:35][cH:36][cH:37][cH:38][cH:39]3)[C:16]([c:19]3[cH:20][cH:21][cH:22][cH:23][cH:24]3)([c:25]3[cH:26][cH:27][cH:28][cH:29][cH:30]3)[C:17]2=[O:18])[cH:2][cH:3][cH:4][c:5]2[cH:6][cH:7][cH:8][cH:9][c:10]12. Starting materials: ClCCl, O=Cc1ccc(Cl)cc1, Cl, Cl, NO, c1ccncc1. Yields the product ON=Cc1ccc(Cl)cc1. RXN SMILES: [CH2:20]([Cl:21])[Cl:22].[Cl:1][c:2]1[cH:3][cH:4][c:5]([CH:6]=[O:7])[cH:8][cH:9]1.[ClH:10].[ClH:19].[NH2:11][OH:12].[cH:13]1[cH:14][cH:15][n:16][cH:17][cH:18]1>>[Cl:1][c:2]1[cH:3][cH:4][c:5]([CH:6]=[N:11][OH:12])[cH:8][cH:9]1. Starting materials: C(C1=CC=CC=C1)OC=1N=NC(=CC1OCC1=CC=CC=C1)C#CC=1C=NC(=CC1)C(F)(F)F (3,4-bis(benzyloxy)-6-{[6-(trifluoromethyl)pyridin-3-yl]ethynyl}pyridazine), C(C1=CC=CC=C1)OC=1N=NC(=CC1OCC1=CC=CC=C1)C#C (3,4-bis(Benzyloxy)-6-ethynylpyridazine), BrC=1C=NC=C(C1)C(F)F (3-bromo-5-difluoromethylpyridine), C(C1=CC=CC=C1)OC=1N=NC(=CC1OCC1=CC=CC=C1)C#CC=1C=NC(=CC1)C(F)(F)F (3,4-bis(benzyloxy)-6-{[6-(trifluoromethyl)pyridin-3-yl]ethynyl}pyridazine), C(C1=CC=CC=C1)OC=1N=NC(=CC1OCC1=CC=CC=C1)C#C (3,4-bis(Benzyloxy)-6-ethynylpyridazine). The product is C(C1=CC=CC=C1)OC=1N=NC(=CC1OCC1=CC=CC=C1)C#CC1=CC(=CC=C1)C(F)F (3,4-bis(Benzyloxy)-6-{[3-(difluoromethyl)phenyl]-ethynyl}pyridazine). As a reaction SMILES: [CH2:1]([O:8][C:9]1[N:10]=[N:11][C:12]([C:23]#[C:24]C2C=NC(C(F)(F)F)=CC=2)=[CH:13][C:14]=1[O:15][CH2:16][C:17]1[CH:22]=[CH:21][CH:20]=[CH:19][CH:18]=1)[C:2]1[CH:7]=[CH:6][CH:5]=[CH:4][CH:3]=1.[CH2:35](OC1N=NC(C#C)=CC=1OCC1C=CC=CC=1)C1C=CC=CC=1.Br[C:60]1[CH:61]=N[CH:63]=[C:64]([CH:66]([F:68])[F:67])[CH:65]=1>>[CH2:1]([O:8][C:9]1[N:10]=[N:11][C:12]([C:23]#[C:24][C:60]2[CH:61]=[CH:35][CH:63]=[C:64]([CH:66]([F:68])[F:67])[CH:65]=2)=[CH:13][C:14]=1[O:15][CH2:16][C:17]1[CH:22]=[CH:21][CH:20]=[CH:19][CH:18]=1)[C:2]1[CH:3]=[CH:4][CH:5]=[CH:6][CH:7]=1. Procedure details: Prepared as described for 3,4-bis(benzyloxy)-6-{[6-(trifluoromethyl)pyridin-3-yl]ethynyl}pyridazine (Intermediate 9) from 3,4-bis(benzyloxy)-6-ethynylpyridazine (Intermediate 5) and 3-bromo-5-difluoromethylpyridine. Starting materials: Cl (hydrochloric acid), FC1=C(OC[C@@H](C)N2C(C3=CC=CC=C3C2=O)=O)C=C(C=C1)F ((R)-2-[2-(2,5-difluorophenoxy)-1-methylethyl]-1H-isoindole-1,3(2H)-dione), NN (hydrazine). Run in CCOCC (ether), CCOCC (ether), C(C)(=O)OCC (ethyl acetate), C(C)O (ethanol). The product is Cl.FC1=C(OC[C@@H](C)N)C=C(C=C1)F ((R)-1-(2,5-difluorophenoxy)-2-propanamine hydrochloride). As a reaction SMILES: [F:1][C:2]1[CH:22]=[CH:21][C:20]([F:23])=[CH:19][C:3]=1[O:4][CH2:5][C@H:6]([N:8]1C(=O)C2C(=CC=CC=2)C1=O)[CH3:7].NN.[ClH:26]>C(O)C.C(OCC)(=O)C.CCOCC>[ClH:26].[F:1][C:2]1[CH:22]=[CH:21][C:20]([F:23])=[CH:19][C:3]=1[O:4][CH2:5][C@H:6]([NH2:8])[CH3:7] |f:6.7|. Procedure details: To 5.4 g (R)-2-[2-(2,5-difluorophenoxy)-1-methylethyl]-1H-isoindole-1,3(2H)-dione in 250 mL absolute ethanol was added 6.0 mL hydrazine. The solution was heated to reflux for 100 minutes. A white precipitate formed. The reaction was allowed to cool to room temperature and was filtered to remove the precipitate. Concentration of the filtrate gave a gummy paste which was taken up in ethyl acetate and washed once with brine and twice with 100 mL 1N hydrochloric acid. The combined acidic aqueous lay... Reactants: ClCc1ccc(Cl)nc1, O=C(c1ccc(O)cc1)N1CCCC1CN1CCCC1. The product is O=C(c1ccc(OCc2ccc(Cl)nc2)cc1)N1CCCC1CN1CCCC1. RXN SMILES: [Cl:21][c:22]1[n:23][cH:24][c:25]([CH2:28][Cl:29])[cH:26][cH:27]1.[OH:1][c:2]1[cH:3][cH:4][c:5]([C:8](=[O:9])[N:10]2[CH:11]([CH2:15][N:16]3[CH2:17][CH2:18][CH2:19][CH2:20]3)[CH2:12][CH2:13][CH2:14]2)[cH:6][cH:7]1>>[O:1]([c:2]1[cH:3][cH:4][c:5]([C:8](=[O:9])[N:10]2[CH:11]([CH2:15][N:16]3[CH2:17][CH2:18][CH2:19][CH2:20]3)[CH2:12][CH2:13][CH2:14]2)[cH:6][cH:7]1)[CH2:28][c:25]1[cH:24][n:23][c:22]([Cl:21])[cH:27][cH:26]1. Reactants: mixture, C1(CCCCCCCCCCC1)=O (cyclododecanone), C1(=CCCCCCCCCCC1)NC=C(C(=O)OCC)C(=O)OCC (diethyl N-(1-cyclododecenyl)-aminomethylenemalonate). Run in C1=CC=C(C=C1)C2=CC=CC=C2.C1=CC=C(C=C1)OC2=CC=CC=C2 (Dowtherm), C1=CC=C(C=C1)C2=CC=CC=C2.C1=CC=C(C=C1)OC2=CC=CC=C2 (Dowtherm). Product: OC1=C2C(=NC=C1C(=O)OCC)CCCCCCCCCC2 (ethyl 5,6,7,8,9,10,11,12,13,14-decahydro-4hydroxycyclododeca[b]pyridine-3-carboxylate). Reaction SMILES: C1(=O)CCCCCCCCCCC1.[C:14]1([NH:26][CH:27]=[C:28]([C:34]([O:36]CC)=O)[C:29]([O:31][CH2:32][CH3:33])=[O:30])[CH2:25][CH2:24][CH2:23][CH2:22][CH2:21][CH2:20][CH2:19][CH2:18][CH2:17][CH2:16][CH:15]=1>C1C=CC(C2C=CC=CC=2)=CC=1.C1C=CC(OC2C=CC=CC=2)=CC=1>[OH:36][C:34]1[C:28]([C:29]([O:31][CH2:32][CH3:33])=[O:30])=[CH:27][N:26]=[C:14]2[CH2:15][CH2:16][CH2:17][CH2:18][CH2:19][CH2:20][CH2:21][CH2:22][CH2:23][CH2:24][C:25]=12 |f:2.3|. Reported procedure: A solution of 10 g of the mixture of cyclododecanone and diethyl N-(1-cyclododecenyl)-aminomethylenemalonate in 25 ml Dowtherm® is added to 200 ml Dowtherm® at 250° under nitrogen, collecting distillate in a water separator. After heating for 0.5 hour the mixture is cooled to room temperature and the solvent distilled off under reduced pressure. The residual solid is triturated with ether and dried to give ethyl 5,6,7,8,9,10,11,12,13,14-decahydro-4hydroxycyclododeca[b]pyridine-3-carboxylate, m.p... The yield is 90.0%. Run in C(C)(=O)OCC (ethyl acetate). The reagents and catalysts are [Cu] (copper). Reaction SMILES: [NH2:1][C:2]1[CH:11]=[CH:10][CH:9]=[CH:8][C:3]=1[C:4]([O:6][CH3:7])=[O:5].I[C:13]1[CH:18]=[CH:17][CH:16]=[CH:15][CH:14]=1.C(=O)([O-])[O-].[K+].[K+]>[Cu].C(OCC)(=O)C>[C:13]1([NH:1][C:2]2[CH:11]=[CH:10][CH:9]=[CH:8][C:3]=2[C:4]([O:6][CH3:7])=[O:5])[CH:18]=[CH:17][CH:16]=[CH:15][CH:14]=1 |f:2.3.4|. Run at temperature 180 celsius. The reactants are NC1=C(C(=O)OC)C=CC=C1 (methyl 2-aminobenzoate), IC1=CC=CC=C1 (iodobenzene), C([O-])([O-])=O.[K+].[K+] (potassium carbonate). Reported procedure: A mixture of methyl 2-aminobenzoate (7 g), iodobenzene (3.9 ml), potassium carbonate (6.4 g), and copper powder (0.46 g) was heated at 180° C. for 17 hours. The reaction solution was allowed to cool to room temperature, and ethyl acetate was added thereto. The resulting mixture was stirred and filtered with celite. The filtrate was washed with ethyl acetate and concentrated under reduced pressure. The thus-obtained residue was purified by silica gel column chromatography (developing solvent, eth... The product is C1(=CC=CC=C1)NC1=C(C(=O)OC)C=CC=C1 (methyl 2-phenylaminobenzoate). Yields the product CCOc1cc(C(CC(=O)NO)N2C(=O)c3cccc(N(C)C)c3C2=O)ccc1OC. Reaction SMILES: [C:31]([c:32]1[nH:33][cH:34][cH:35][n:36]1)([c:37]1[nH:38][cH:39][cH:40][n:41]1)=[O:42].[CH2:1]([CH3:2])[O:3][c:4]1[cH:5][c:6]([CH:12]([CH2:13][C:14](=[O:15])[OH:16])[N:17]2[C:18](=[O:30])[c:19]3[c:20]([c:23]([N:27]([CH3:28])[CH3:29])[cH:24][cH:25][cH:26]3)[C:21]2=[O:22])[cH:7][cH:8][c:9]1[O:10][CH3:11].[ClH:43].[NH2:44][OH:45].[O:46]1[CH2:47][CH2:48][CH2:49][CH2:50]1>>[CH2:1]([CH3:2])[O:3][c:4]1[cH:5][c:6]([CH:12]([CH2:13][C:14](=[O:16])[NH:44][OH:45])[N:17]2[C:18](=[O:30])[c:19]3[c:20]([c:23]([N:27]([CH3:28])[CH3:29])[cH:24][cH:25][cH:26]3)[C:21]2=[O:22])[cH:7][cH:8][c:9]1[O:10][CH3:11]. The reactants are O=C(c1ncc[nH]1)c1ncc[nH]1, CCOc1cc(C(CC(=O)O)N2C(=O)c3cccc(N(C)C)c3C2=O)ccc1OC, Cl, NO, C1CCOC1. The solvent is Cl (HCl), O1CCOCC1 (dioxane). Reaction SMILES: [Cl:1][C:2]1[CH:3]=[C:4]([N:21](COC)[S:22]([C:25]2[CH:30]=[CH:29][C:28]([CH3:31])=[C:27]([C:32]([F:35])([F:34])[F:33])[CH:26]=2)(=[O:24])=[O:23])[C:5]([C:8]([C:10]2[C:18]3[N:17]([CH3:19])[C:16](=[O:20])[NH:15][C:14]=3[CH:13]=[CH:12][CH:11]=2)=[O:9])=[N:6][CH:7]=1.O.CO>Cl.O1CCOCC1>[Cl:1][C:2]1[CH:3]=[C:4]([NH:21][S:22]([C:25]2[CH:30]=[CH:29][C:28]([CH3:31])=[C:27]([C:32]([F:35])([F:33])[F:34])[CH:26]=2)(=[O:23])=[O:24])[C:5]([C:8]([C:10]2[C:18]3[N:17]([CH3:19])[C:16](=[O:20])[NH:15][C:14]=3[CH:13]=[CH:12][CH:11]=2)=[O:9])=[N:6][CH:7]=1. Reaction conditions: time 8 hour. Yields the product ClC=1C=C(C(=NC1)C(=O)C1=CC=CC=2NC(N(C21)C)=O)NS(=O)(=O)C2=CC(=C(C=C2)C)C(F)(F)F (N-[5-chloro-2-(3-methyl-2-oxo-2,3-dihydro-1H-benzoimidazole-4-carbonyl)-pyridin-3-yl]-4-methyl-3-trifluoromethyl-benzenesulfonamide). Starting materials: ClC=1C=C(C(=NC1)C(=O)C1=CC=CC=2NC(N(C21)C)=O)N(S(=O)(=O)C2=CC(=C(C=C2)C)C(F)(F)F)COC (N-[5-Chloro-2-(3-methyl-2-oxo-2,3-dihydro-1H-benzoimidazole-4-carbonyl)-pyridin-3-yl]-N-methoxymethyl-4-methyl-3-trifluoromethyl-benzenesulfonamide), O (water), CO (MeOH), O (water). Procedure: A solution of N-[5-Chloro-2-(3-methyl-2-oxo-2,3-dihydro-1H-benzoimidazole-4-carbonyl)-pyridin-3-yl]-N-methoxymethyl-4-methyl-3-trifluoromethyl-benzenesulfonamide in 4 M HCl in dioxane (2 mL) and water (1 mL) was heated at 95° C. for 7 h, then MeOH (1 mL) and water (2 mL) was added and heating was continued overnight. The resulting mixture was purified by HPLC to provide N-[5-chloro-2-(3-methyl-2-oxo-2,3-dihydro-1H-benzoimidazole-4-carbonyl)-pyridin-3-yl]-4-methyl-3-trifluoromethyl-benzenesulfona...